This data is from the Open Reaction Database (ORD), a public repository of structured organic reaction records. The task is: describe an organic reaction: reactants, conditions, products, and yield The reactants are [H][H] (hydrogen), FC(OC1=CC2=C(NC(=N2)C2=CC=CC=3C(C4=CC=CC=C4C23)=NO)C=C1)(F)F (4-(5-trifluoromethoxy-1H-benzimidazol-2-yl)-9H-fluoren-9-one oxime). Reagents/catalysts: [Ni] (nickel). The solvent is C(C)O (ethanol), O1CCCC1 (tetrahydrofuran). Product: FC(OC1=CC2=C(NC(=N2)C2=CC=CC=3C(C4=CC=CC=C4C23)N)C=C1)(F)F (4-(5-trifluoromethoxy-1H-benzimidazol-2-yl)-9H-fluorene-9(R,S)amine). Isolated yield 90.9%. RXN SMILES: [H][H].[F:3][C:4]([F:31])([F:30])[O:5][C:6]1[CH:29]=[CH:28][C:9]2[NH:10][C:11]([C:13]3[C:25]4[C:24]5[C:19](=[CH:20][CH:21]=[CH:22][CH:23]=5)[C:18](=[N:26]O)[C:17]=4[CH:16]=[CH:15][CH:14]=3)=[N:12][C:8]=2[CH:7]=1>C(O)C.O1CCCC1.[Ni]>[F:31][C:4]([F:3])([F:30])[O:5][C:6]1[CH:29]=[CH:28][C:9]2[NH:10][C:11]([C:13]3[C:25]4[C:24]5[C:19](=[CH:20][CH:21]=[CH:22][CH:23]=5)[CH:18]([NH2:26])[C:17]=4[CH:16]=[CH:15][CH:14]=3)=[N:12][C:8]=2[CH:7]=1. Procedure details: The procedure used in Example 6 is followed. In a 111 ml autoclave, dissolve 730 mg of 4-(5-trifluoromethoxy-1H-benzimidazol-2-yl)-9H-fluoren-9-one oxime (Z,E), obtained in the previous stage, in a mixture of 25 ml of ethanol and 25 ml of tetrahydrofuran, add a spatula of Raney activated nickel and then subject to an initial hydrogen pressure of 1 bar and heat the autoclave at 600 for 4 hours. After cooling, the volume of hydrogen absorbed is 122 ml. After filtration of the catalyst over Celite,... The reactants are C(C)OC(C(=O)OCC)CC1=CC=C(C=C1)O ((+)-ethyl 2-ethoxy-3-(4-hydroxyphenyl)propanoate), C(C)(C)OC(=O)[N+](=[N-])C(=O)OC(C)C (diisopropyldiazodicarboxylate), OCCN1COC2=C(C1=O)C=CC=C2 (3-(2-hydroxyethyl)-4-oxo-3,4-dihydro-1,3-benzoxazine), C1(=CC=CC=C1)P(C1=CC=CC=C1)C1=CC=CC=C1 (triphenylphosphine). Solvent: C1(=CC=CC=C1)C (toluene), O (Water). Reaction conditions: time 10 minute. The product is C(C)OC(C(=O)OCC)CC1=CC=C(C=C1)OCCN1COC2=C(C1=O)C=CC=C2 ((+)-Ethyl 2-ethoxy-3-[4-[2-[4-oxo-3,4-dihydro-1,3-benzoxazin-3-yl]ethoxy]phenyl]propanoate). The yield is 75.9%. RXN SMILES: [OH:1][CH2:2][CH2:3][N:4]1[C:9](=[O:10])[C:8]2[CH:11]=[CH:12][CH:13]=[CH:14][C:7]=2[O:6][CH2:5]1.C1(P(C2C=CC=CC=2)C2C=CC=CC=2)C=CC=CC=1.[CH2:34]([O:36][CH:37]([CH2:43][C:44]1[CH:49]=[CH:48][C:47](O)=[CH:46][CH:45]=1)[C:38]([O:40][CH2:41][CH3:42])=[O:39])[CH3:35].C(OC([N+](C(OC(C)C)=O)=[N-])=O)(C)C>C1(C)C=CC=CC=1.O>[CH2:34]([O:36][CH:37]([CH2:43][C:44]1[CH:45]=[CH:46][C:47]([O:1][CH2:2][CH2:3][N:4]2[C:9](=[O:10])[C:8]3[CH:11]=[CH:12][CH:13]=[CH:14][C:7]=3[O:6][CH2:5]2)=[CH:48][CH:49]=1)[C:38]([O:40][CH2:41][CH3:42])=[O:39])[CH3:35]. Procedure details: To a stirred mixture of 3-(2-hydroxyethyl)-4-oxo-3,4-dihydro-1,3-benzoxazine (325 mg, 1.68 mmol) and triphenylphosphine (660 mg, 2.52 mmol) in toluene (10 mL) was added a solution of (+)-ethyl 2-ethoxy-3-(4-hydroxyphenyl)propanoate (400 mg, 1.68 mmol) at 25° C. and stirred for 10 min. To the reaction mixture was added diisopropyldiazodicarboxylate (0.5 mL, 2.52 mmol) at 25-30° C. and stirred for further 40 h. Water was added to the reaction mixture and extracted with ethyl acetate (3×10 mL). The... Reactants: O=C([O-])[O-], COc1ccc(S)cc1OC, CO, COC(=O)C=C(Cl)CCCCc1ccccc1, Cl, [K+], [K+]. Yields the product COC(=O)C=C(CCCCc1ccccc1)Sc1ccc(OC)c(OC)c1. As a reaction SMILES: [C:29](=[O:30])([O-:31])[O-:32].[CH3:18][O:19][c:20]1[cH:21][c:22]([SH:28])[cH:23][cH:24][c:25]1[O:26][CH3:27].[CH3:36][OH:37].[Cl:1][C:2](=[CH:3][C:4](=[O:5])[O:6][CH3:7])[CH2:8][CH2:9][CH2:10][CH2:11][c:12]1[cH:13][cH:14][cH:15][cH:16][cH:17]1.[ClH:35].[K+:33].[K+:34]>>[C:2](=[CH:3][C:4](=[O:5])[O:6][CH3:7])([CH2:8][CH2:9][CH2:10][CH2:11][c:12]1[cH:13][cH:14][cH:15][cH:16][cH:17]1)[S:28][c:22]1[cH:21][c:20]([O:19][CH3:18])[c:25]([O:26][CH3:27])[cH:24][cH:23]1. The reactants are C12C(CCCC1)O2 (Cyclohexene oxide), C1(CC1)N (cyclopropylamine). The solvent is CO (methanol). Product: O[C@H]1[C@@H](CCCC1)NC1CC1 (trans-N-(2-hydroxycyclohexyl)-N-cyclopropylamine). Reaction SMILES: [CH:1]12[O:7][CH:2]1[CH2:3][CH2:4][CH2:5][CH2:6]2.[CH:8]1([NH2:11])[CH2:10][CH2:9]1>CO>[OH:7][C@@H:1]1[CH2:6][CH2:5][CH2:4][CH2:3][C@H:2]1[NH:11][CH:8]1[CH2:10][CH2:9]1. Reported procedure: Cyclohexene oxide (143 ml) and cyclopropylamine (82 g) are dissolved in methanol (1 liter), and the mixture is refluxed for 5 hours. The mixture is concentrated under reduced pressure to remove the solvent, and the resulting residue is distilled under reduced pressure to give trans-N-(2-hydroxycyclohexyl)-N-cyclopropylamine (126 g) as a colorless oil. Reactants: CN(C)C=O, COP(=O)(OC)OC, [H-], [Na+], O, O=C1NCc2cccnc2N1c1ccccc1. Product: CN1Cc2cccnc2N(c2ccccc2)C1=O. As a reaction SMILES: [CH3:18][N:19]([CH3:20])[CH:21]=[O:22].[CH3:25][O:26][P:27]([O:28][CH3:29])([O:30][CH3:31])=[O:32].[H-:23].[Na+:24].[OH2:33].[c:1]1([N:7]2[C:8](=[O:17])[NH:9][CH2:10][c:11]3[c:12]2[n:13][cH:14][cH:15][cH:16]3)[cH:2][cH:3][cH:4][cH:5][cH:6]1>>[c:1]1([N:7]2[C:8](=[O:17])[N:9]([CH3:18])[CH2:10][c:11]3[c:12]2[n:13][cH:14][cH:15][cH:16]3)[cH:2][cH:3][cH:4][cH:5][cH:6]1. Starting materials: C(C)(=O)NCCN1C(=NC2=C1N=C(C=C2)Cl)O (1-(2-acetylaminoethyl)-2-hydroxy-6-chloro-7-aza-benzimidazole). Solvent: Cl (hydrochloric acid). Reaction conditions: time 8 hour. Product: NCCN1C(=NC2=C1N=C(C=C2)Cl)O (1-(2-Aminoethyl)-2-hydroxy-6-chloro-7-aza-benzimidazole). RXN SMILES: C([NH:4][CH2:5][CH2:6][N:7]1[C:11]2[N:12]=[C:13]([Cl:16])[CH:14]=[CH:15][C:10]=2[N:9]=[C:8]1[OH:17])(=O)C>Cl>[NH2:4][CH2:5][CH2:6][N:7]1[C:11]2[N:12]=[C:13]([Cl:16])[CH:14]=[CH:15][C:10]=2[N:9]=[C:8]1[OH:17]. Procedure: 11 grams of 1-(2-acetylaminoethyl)-2-hydroxy-6-chloro-7-aza-benzimidazole were stirred for 4 hours with 40 ml of concentrated hydrochloric acid at 80° C. and then allowed to stand overnight at 0° C., the substance crystallized out was recrystallized from methanol. Yield: 5 grams; M.P. of the hydrochloride 310°-312° C. Starting materials: BrC1=CC=C(C=2SC=CC21)OC (4-Bromo-7-methoxybenzo[b]thiophene), Cl.N1=CC=CC=C1 (pyridine hydrochloride). Product: ClC1=CC=C(C=2SC=CC21)O (4-Chlorobenzo[b]thiophen-7-ol). Yield: 40.6%. Reaction SMILES: Br[C:2]1[C:10]2[CH:9]=[CH:8][S:7][C:6]=2[C:5]([O:11]C)=[CH:4][CH:3]=1.[ClH:13].N1C=CC=CC=1>>[Cl:13][C:2]1[C:10]2[CH:9]=[CH:8][S:7][C:6]=2[C:5]([OH:11])=[CH:4][CH:3]=1 |f:1.2|. Reported procedure: 4-Bromo-7-methoxybenzo[b]thiophene (prepared as described in J. Chem. Soc. (Perkin Trans I), 1983, 2973-2977) (1.2 g, 4.96 mmol) and pyridine hydrochloride (1.95 g, 16.87 mmol) was heated at 210° C. in a microwave for 15 min. The mixture was partitioned between HCl (aq.) (20 mL) and EtOAc (20 mL). The aqueous phase was washed with additional EtOAc (3×20 mL) and the organic phase was dried (Na2SO4) and concentrated in vacuo. The product was purified by chromatography on silica gel with EtOAc:hept... The reactants are O=C(O)C12CC3CC(CC(C3)C1)C2, C1CCOC1, [Li]CCCC, COP(C)(=O)OC, CCCCCC, [Cl-], O. Product: COP(=O)(CC(=O)C12CC3CC(CC(C3)C1)C2)OC. As a reaction SMILES: [C:14]12([C:24](=[O:25])[OH:26])[CH2:15][CH:16]3[CH2:17][CH:18]([CH2:19][CH:20]([CH2:21]1)[CH2:22]3)[CH2:23]2.[CH2:28]1[O:29][CH2:30][CH2:31][CH2:32]1.[CH2:8]([Li:9])[CH2:10][CH2:11][CH3:12].[CH3:1][P:2]([O:3][CH3:4])([O:5][CH3:6])=[O:7].[CH3:33][CH2:34][CH2:35][CH2:36][CH2:37][CH3:38].[Cl-:13].[OH2:27]>>[CH2:1]([P:2]([O:3][CH3:4])([O:5][CH3:6])=[O:7])[C:24]([C:14]12[CH2:15][CH:16]3[CH2:17][CH:18]([CH2:19][CH:20]([CH2:21]1)[CH2:22]3)[CH2:23]2)=[O:25]. Reactants: CN1CC(=O)Nc2ncc(C=CC(=O)O)cc2C1, CNCc1ccc(C)c2ccccc12, CCCc1c(CNC)ccc2ccccc12, Cl, Cl, O=C(O)C=Cc1cnc2c(c1)CN(CCN1CCOCC1)C(=O)N2. Yields the product Cl, Cc1ccc(CN(C)C(=O)C=Cc2cnc3c(c2)CN(CCN2CCOCC2)C(=O)N3)c2ccccc12. RXN SMILES: [CH3:27][N:28]1[CH2:29][c:30]2[cH:31][c:32]([CH:33]=[CH:34][C:35]([OH:36])=[O:37])[cH:38][n:39][c:40]2[NH:41][C:42](=[O:43])[CH2:44]1.[CH3:45][NH:46][CH2:47][c:48]1[cH:49][cH:50][c:51]([CH3:58])[c:52]2[cH:53][cH:54][cH:55][cH:56][c:57]12.[CH3:59][NH:60][CH2:61][c:62]1[cH:63][cH:64][c:65]2[c:66]([cH:67][cH:68][cH:69][cH:70]2)[c:71]1[CH2:72][CH2:73][CH3:74].[ClH:1].[ClH:26].[O:2]1[CH2:3][CH2:4][N:5]([CH2:8][CH2:9][N:10]2[C:11](=[O:25])[NH:12][c:13]3[c:14]([cH:16][c:17]([CH:20]=[CH:21][C:22](=[O:23])[OH:24])[cH:18][n:19]3)[CH2:15]2)[CH2:6][CH2:7]1>>[ClH:1].[O:2]1[CH2:3][CH2:4][N:5]([CH2:8][CH2:9][N:10]2[C:11](=[O:25])[NH:12][c:13]3[c:14]([cH:16][c:17]([CH:20]=[CH:21][C:22](=[O:23])[N:46]([CH3:45])[CH2:47][c:48]4[cH:49][cH:50][c:51]([CH3:58])[c:52]5[cH:53][cH:54][cH:55][cH:56][c:57]45)[cH:18][n:19]3)[CH2:15]2)[CH2:6][CH2:7]1.